Dataset: the Open Reaction Database (ORD), a public repository of structured organic reaction records. Task: describe an organic reaction: reactants, conditions, products, and yield Procedure: Anhydrous ferric chloride (53.5 g, 0.33 mol) was added over a period of 180 minutes to a solution of 2-(2H-benzotriazol-2-yl)phenol, (20.0 g, 94.7 mmol), prepared by the method of Rosevear and Wilshire (Scheme I), Aust. J. Chem. 1985, 38, 1163-76, in methylene chloride (200 mL) and water (160 mg) at 0° C. After the addition was complete, the resulting mixture was removed from the cooling bath and stirred at room temperature for 36 hours. HPLC analysis of the reaction mixture (detector wavelength... Isolated yield 519.6%. As a reaction SMILES: [N:1]1[N:2]([C:10]2[CH:15]=[CH:14][CH:13]=[CH:12][C:11]=2[OH:16])[N:3]=[C:4]2[CH:9]=[CH:8][CH:7]=[CH:6][C:5]=12.[OH2:17]>C(Cl)Cl>[N:1]1[N:2]([C:10]2[CH:15]=[CH:14][CH:13]=[C:12]([C:12]3[C:11]([OH:17])=[C:10]([N:2]4[N:1]=[C:5]5[CH:6]=[CH:7][CH:8]=[CH:9][C:4]5=[N:3]4)[CH:15]=[CH:14][CH:13]=3)[C:11]=2[OH:16])[N:3]=[C:4]2[CH:9]=[CH:8][CH:7]=[CH:6][C:5]=12. Yields the product N=1N(N=C2C1C=CC=C2)C2=C(C(=CC=C2)C=2C(=C(C=CC2)N2N=C1C(=N2)C=CC=C1)O)O (3,3′-bis-(2H-benzotriazol-2-yl)-1,1′-biphenyl-2,2′-diol). Solvent: C(Cl)Cl (methylene chloride). Reaction conditions: time 36 hour. The reactants are ferric chloride, N=1N(N=C2C1C=CC=C2)C2=C(C=CC=C2)O (2-(2H-benzotriazol-2-yl)phenol), O (water). Reactants: COC(C(C(=O)O)C1=CC(=CC=C1)OCCCN(CC(C1=CC=CC=C1)C1=CC=CC=C1)CC1=C(C(=CC=C1)C(F)(F)F)Cl)=O (2-(3-{3-[(2-Chloro-3-trifluoromethyl-benzyl)-diphenylethyl-amino]-propoxy}-phenyl)-malonic acid monomethyl ester), [H-].[Al+3].[Li+].[H-].[H-].[H-] (lithium aluminum hydride), C(C)(=O)OCC (ethyl acetate). The solvent is C(C)OCC (diethyl ether), [Cl-].[Na+].O (brine). Reaction conditions: time 10 minute. The product is Cl.ClC1=C(CN(CCCOC=2C=C(C=CC2)C(CO)CO)CC(C2=CC=CC=C2)C2=CC=CC=C2)C=CC=C1C(F)(F)F (2-(3-{3-[(2-Chloro-3-trifluoromethyl-benzyl)-diphenylethyl-amino]-propoxy}-phenyl)-propane-1,3-diol hydrochloride salt), amine. RXN SMILES: C[O:2][C:3](=O)[CH:4]([C:8]1[CH:13]=[CH:12][CH:11]=[C:10]([O:14][CH2:15][CH2:16][CH2:17][N:18]([CH2:33][C:34]2[CH:39]=[CH:38][CH:37]=[C:36]([C:40]([F:43])([F:42])[F:41])[C:35]=2[Cl:44])[CH2:19][CH:20]([C:27]2[CH:32]=[CH:31][CH:30]=[CH:29][CH:28]=2)[C:21]2[CH:26]=[CH:25][CH:24]=[CH:23][CH:22]=2)[CH:9]=1)[C:5](O)=[O:6].[H-].[Al+3].[Li+].[H-].[H-].[H-].C(OCC)(=O)C>C(OCC)C.[Cl-].[Na+].O>[ClH:44].[Cl:44][C:35]1[C:36]([C:40]([F:41])([F:42])[F:43])=[CH:37][CH:38]=[CH:39][C:34]=1[CH2:33][N:18]([CH2:19][CH:20]([C:27]1[CH:32]=[CH:31][CH:30]=[CH:29][CH:28]=1)[C:21]1[CH:22]=[CH:23][CH:24]=[CH:25][CH:26]=1)[CH2:17][CH2:16][CH2:15][O:14][C:10]1[CH:9]=[C:8]([CH:4]([CH2:3][OH:2])[CH2:5][OH:6])[CH:13]=[CH:12][CH:11]=1 |f:1.2.3.4.5.6,9.10.11,12.13|. Reported procedure: To 2-(3-{3-[(2-Chloro-3-trifluoromethyl-benzyl)-diphenylethyl-amino]-propoxy}-phenyl)-malonic acid monomethyl ester (22 mg, 0.03 mmol) in diethyl ether (1 ml) was added lithium aluminum hydride (100 uL) at 0° C. The reaction was allowed to warm to room temperature before the addition of brine and ethyl acetate. The combined organic layers were dried over magnesium sulfate and evaporated. The crude product was purified by HPLC (YMC CombiPrep ODS-A, 50×20 mm, 20 mL/min, A: acetonitrile B: water, A...